From a dataset of the Open Reaction Database (ORD), a public repository of structured organic reaction records. describe an organic reaction: reactants, conditions, products, and yield Starting materials: FC(C(=O)O)(F)F (trifluoroacetic acid), CC=1N(C2=C(C(=NC(=C2C)C)OC2=CC=CC=C2)N1)CCCCNC(OC(C)(C)C)=O (tert-butyl 4-(2,6,7-trimethyl-4-phenoxy-1H-imidazo[4,5-c]pyridin-1-yl)butylcarbamate), [OH-].[Na+] (sodium hydroxide). Run in ClCCl (dichloromethane), ClCCl (dichloromethane), ClCCl (dichloromethane). Reaction conditions: time 8 hour. Product: CC=1N(C2=C(C(=NC(=C2C)C)OC2=CC=CC=C2)N1)CCCCN (4-(2,6,7-trimethyl-4-phenoxy-1H-imidazo[4,5-c]pyridin-1-yl)butylamine). Isolated yield 87.8%. Reaction SMILES: [CH3:1][C:2]1[N:3]([CH2:20][CH2:21][CH2:22][CH2:23][NH:24]C(=O)OC(C)(C)C)[C:4]2[C:9]([CH3:10])=[C:8]([CH3:11])[N:7]=[C:6]([O:12][C:13]3[CH:18]=[CH:17][CH:16]=[CH:15][CH:14]=3)[C:5]=2[N:19]=1.FC(F)(F)C(O)=O.[OH-].[Na+]>ClCCl>[CH3:1][C:2]1[N:3]([CH2:20][CH2:21][CH2:22][CH2:23][NH2:24])[C:4]2[C:9]([CH3:10])=[C:8]([CH3:11])[N:7]=[C:6]([O:12][C:13]3[CH:14]=[CH:15][CH:16]=[CH:17][CH:18]=3)[C:5]=2[N:19]=1 |f:2.3|. Procedure details: A solution of tert-butyl 4-(2,6,7-trimethyl-4-phenoxy-1H-imidazo[4,5-c]pyridin-1-yl)butylcarbamate (6.70 g, 15.8 mmol) in dichloromethane (50 mL) was slowly added to a chilled (0° C.) mixture of trifluoroacetic acid (60 mL) and dichloromethane (100 mL). The reaction mixture was allowed to warm to ambient temperature and then left overnight. The reaction mixture was concentrated under reduced pressure to provide a brown oil. The oil was dissolved in dichloromethane and the solution was made basic... As a reaction SMILES: [CH3:28][O:29][CH2:30][C:31](=[O:32])[OH:33].[ClH:1].[ClH:2].[ClH:3].[O:4]1[CH2:5][CH2:6][c:7]2[c:8]1[c:9]([N:13]1[CH2:14][CH2:15][N:16]([CH2:19][CH2:20][CH:21]3[CH2:22][CH2:23][CH:24]([NH2:27])[CH2:25][CH2:26]3)[CH2:17][CH2:18]1)[n:10][cH:11][cH:12]2>>[O:4]1[CH2:5][CH2:6][c:7]2[c:8]1[c:9]([N:13]1[CH2:14][CH2:15][N:16]([CH2:19][CH2:20][CH:21]3[CH2:22][CH2:23][CH:24]([NH:27][C:31]([CH2:30][O:29][CH3:28])=[O:32])[CH2:25][CH2:26]3)[CH2:17][CH2:18]1)[n:10][cH:11][cH:12]2. Yields the product COCC(=O)NC1CCC(CCN2CCN(c3nccc4c3OCC4)CC2)CC1. Reactants: COCC(=O)O, Cl, Cl, Cl, NC1CCC(CCN2CCN(c3nccc4c3OCC4)CC2)CC1. The reactants are N(=O)[O-].[Na+] (sodium nitrite), BrC=1C=CC(=NC1F)N (5-bromo-6-fluoropyridin-2-amine), S(O)(O)(=O)=O (sulphuric acid). Solvent: O (water), O (water). Reaction conditions: time 48 hour. The product is BrC=1C=CC(=NC1F)O (5-Bromo-6-fluoropyridin-2-ol). Isolated yield 925.6%. Reaction SMILES: N([O-])=O.[Na+].[Br:5][C:6]1[CH:7]=[CH:8][C:9](N)=[N:10][C:11]=1[F:12].S(=O)(=O)(O)[OH:15]>O>[Br:5][C:6]1[CH:7]=[CH:8][C:9]([OH:15])=[N:10][C:11]=1[F:12] |f:0.1|. Procedure: A solution of sodium nitrite (21.67 g, 314.13 mmol) in water (150 mL) was added dropwise to a stirred mixture of 5-bromo-6-fluoropyridin-2-amine (50 g, 261.78 mmol) and sulphuric acid (1.2 mL, 22.51 mmol) in water (750 mL) at 0-5° C. The resulting suspension was stirred for 48 h at ambient temperature then the precipitate collected by filtration, washed with water (200 mL) and dried under vacuum to afford the desired material (40.0 g, 80%) as a pale yellow solid, which was used without further p... Reactants: O=C([O-])O, ClCCl, Cc1ccc(COc2ccccc2)cn1, O=C(O)c1cccc(OOCl)c1, [Na+]. Yields the product OCc1ccc(COc2ccccc2)cn1. RXN SMILES: [C:28](=[O:29])([OH:30])[O-:31].[CH2:33]([Cl:34])[Cl:35].[CH3:1][c:2]1[n:3][cH:4][c:5]([CH2:8][O:9][c:10]2[cH:11][cH:12][cH:13][cH:14][cH:15]2)[cH:6][cH:7]1.[Cl:16][O:17][O:18][c:19]1[cH:20][c:21]([C:25]([OH:26])=[O:27])[cH:22][cH:23][cH:24]1.[Na+:32]>>[CH2:1]([c:2]1[n:3][cH:4][c:5]([CH2:8][O:9][c:10]2[cH:11][cH:12][cH:13][cH:14][cH:15]2)[cH:6][cH:7]1)[OH:17]. The reactants are C(=O)(C(F)(F)F)O (TFA), FC=1C=C(C=CC1)C=1C(=C2C(=NC1)N(N=C2)CC2=CC=C(C=C2)OC)N2CCN(CC2)C(=O)OC(C)(C)C (tert-butyl 4-(5-(3-fluorophenyl)-1-(4-methoxybenzyl)-1H-pyrazolo[3,4-b]pyridin-4-yl)piperazine-1-carboxylate), C(Cl)Cl (DCM), C(=O)(C(F)(F)F)O (TFA). Run at time 2 hour. Yields the product Cl.Cl.FC=1C=C(C=CC1)C=1C(=C2C(=NC1)NN=C2)N2CCNCC2 (5-(3-fluorophenyl)-4-(piperazin-1-yl)-1H-pyrazolo[3,4-b]pyridine dihydrochloride). Yield: 94.0%. RXN SMILES: C(O)(C(F)(F)F)=O.[F:8][C:9]1[CH:10]=[C:11]([C:15]2[C:16]([N:33]3[CH2:38][CH2:37][N:36](C(OC(C)(C)C)=O)[CH2:35][CH2:34]3)=[C:17]3[CH:23]=[N:22][N:21](CC4C=CC(OC)=CC=4)[C:18]3=[N:19][CH:20]=2)[CH:12]=[CH:13][CH:14]=1.C(Cl)[Cl:47]>>[ClH:47].[ClH:47].[F:8][C:9]1[CH:10]=[C:11]([C:15]2[C:16]([N:33]3[CH2:38][CH2:37][NH:36][CH2:35][CH2:34]3)=[C:17]3[CH:23]=[N:22][NH:21][C:18]3=[N:19][CH:20]=2)[CH:12]=[CH:13][CH:14]=1 |f:3.4.5|. Reported procedure: TFA (1 mL) was added to tert-butyl 4-(5-(3-fluorophenyl)-1-(4-methoxybenzyl)-1H-pyrazolo[3,4-b]pyridin-4-yl)piperazine-1-carboxylate (0.25 g, 0.483 mmol) in DCM (5 mL) and stirred at room temperature for 2 hours. The reaction was then concentrated to dryness and dried under vacuum for 3 hours. TFA (1.86 mL, 24.2 mmol) was then added, and the mixture was heated to 65° C. for 3 hours. The reaction was then concentrated to dryness. The resulting residue was dissolved in DCM (2 mL), and HCl in ether...